This data is from the Open Reaction Database (ORD), a public repository of structured organic reaction records. The task is: describe an organic reaction: reactants, conditions, products, and yield The reactants are FC=1C=C(C=CC1C=1SC2=NC(=CC=C2N1)C1(CC1)C1=CC=CC=C1)CCN (2-(3-fluoro-4-(5-(1-phenylcyclopropyl)thiazolo[5,4-b]pyridin-2-yl)phenyl)-ethanamine), O.C(C=O)(=O)O (glyoxylic acid monohydrate), Cl (hydrochloric acid). Run in C(Cl)Cl (DCM), C(Cl)Cl (DCM). Run at time 5 hour. Yields the product FC=1C=C(C=CC1C=1SC2=NC(=CC=C2N1)C1(CC1)C1=CC=CC=C1)CCNCC(=O)O (N-(2-(3-fluoro-4-(5-(1-phenylcyclopropyl)[1,3]thiazolo[5,4-b]pyridin-2-yl)-phenyl)ethyl)glycine). As a reaction SMILES: [F:1][C:2]1[CH:3]=[C:4]([CH2:26][CH2:27][NH2:28])[CH:5]=[CH:6][C:7]=1[C:8]1[S:9][C:10]2[C:15]([N:16]=1)=[CH:14][CH:13]=[C:12]([C:17]1([C:20]3[CH:25]=[CH:24][CH:23]=[CH:22][CH:21]=3)[CH2:19][CH2:18]1)[N:11]=2.O.[C:30]([OH:34])(=[O:33])[CH:31]=O.Cl>C(Cl)Cl>[F:1][C:2]1[CH:3]=[C:4]([CH2:26][CH2:27][NH:28][CH2:31][C:30]([OH:34])=[O:33])[CH:5]=[CH:6][C:7]=1[C:8]1[S:9][C:10]2[C:15]([N:16]=1)=[CH:14][CH:13]=[C:12]([C:17]1([C:20]3[CH:21]=[CH:22][CH:23]=[CH:24][CH:25]=3)[CH2:18][CH2:19]1)[N:11]=2 |f:1.2|. Procedure details: To 2-(3-fluoro-4-(5-(1-phenylcyclopropyl)thiazolo[5,4-b]pyridin-2-yl)phenyl)-ethanamine (83 mg, 0.213 mmol) was added glyoxylic acid monohydrate (39 mg, 0.426 mmol) and DCM (1 mL) before it was stirred for 5 h at ambient temperature. The reaction mixture was concentrated before adding concentrated hydrochloric acid (2.13 mL, 4.26 mmol) and heating to reflux for 16 h. The reaction mixture was diluted with 75 mL of DCM, added to a separatory funnel, partitioned with water, washed 1 time with 50 mL... As a reaction SMILES: Br[C:2]1[C:10]2[N:9]3[CH2:11][CH2:12][CH2:13][NH:14][C:15](=[O:16])[C:8]3=[C:7]([CH3:17])[C:6]=2[CH:5]=[C:4]([C:18]#[N:19])[CH:3]=1.[F:20][C:21]1[CH:22]=[C:23](B(O)O)[CH:24]=[CH:25][C:26]=1[CH3:27]>>[F:20][C:21]1[CH:22]=[C:23]([C:2]2[C:10]3[N:9]4[CH2:11][CH2:12][CH2:13][NH:14][C:15](=[O:16])[C:8]4=[C:7]([CH3:17])[C:6]=3[CH:5]=[C:4]([C:18]#[N:19])[CH:3]=2)[CH:24]=[CH:25][C:26]=1[CH3:27]. Reactants: solid, BrC1=CC(=CC=2C(=C3N(C12)CCCNC3=O)C)C#N (7-bromo-11-methyl-1-oxo-2,3,4,5-tetrahydro-[1,4]diazepino[1,2-a]indole-9-carbonitrile), BrC1=CC(=CC=2C(=C3N(C12)CCCNC3=O)C)C#N (7-bromo-11-methyl-1-oxo-2,3,4,5-tetrahydro-[1,4]diazepino[1,2-a]indole-9-carbonitrile), FC=1C=C(C=CC1C)B(O)O (3-fluoro-4-methyl-phenylboronic acid). Reported procedure: The title compound, off-white solid (66 mg, 76%), MS (ISP) m/z=348.6 [(M+H)+], mp 265° C., was prepared in accordance with the general method of example 1 from 7-bromo-11-methyl-1-oxo-2,3,4,5-tetrahydro-[1,4]diazepino[1,2-a]indole-9-carbonitrile (intermediate 17) (79.5 mg, 0.25 mmol) and commercially available 3-fluoro-4-methyl-phenylboronic acid (50.0 mg, 0.325 mmol). Product: FC=1C=C(C=CC1C)C1=CC(=CC=2C(=C3N(C12)CCCNC3=O)C)C#N (7-(3-Fluoro-4-methylphenyl)-11-methyl-1-oxo-2,3,4,5-tetrahydro-[1,4]diazepino[1,2-a]indole-9-carbonitrile). The reactants are CCN=C=NCCCN(C)C, CCN(C(C)C)C(C)C, Cl, CCCC(Nc1ccc(-n2cc(C(F)(F)F)cn2)cc1)c1ccc(C(=O)O)cc1, CCOC(=O)CCN, C1CCOC1, O, On1nnc2ccccc21. Yields the product CCCC(Nc1ccc(-n2cc(C(F)(F)F)cn2)cc1)c1ccc(C(=O)NCCC(=O)OCC)cc1. RXN SMILES: [CH2:59]([N:60]=[C:61]=[N:62][CH2:63][CH2:64][CH2:65][N:66]([CH3:67])[CH3:68])[CH3:69].[CH:50]([N:51]([CH2:52][CH3:53])[CH:54]([CH3:55])[CH3:56])([CH3:57])[CH3:58].[ClH:1].[F:10][C:11]([c:12]1[cH:13][n:14][n:15](-[c:17]2[cH:18][cH:19][c:20]([NH:23][CH:24]([CH2:25][CH2:26][CH3:27])[c:28]3[cH:29][cH:30][c:31]([C:32](=[O:33])[OH:34])[cH:35][cH:36]3)[cH:21][cH:22]2)[cH:16]1)([F:37])[F:38].[NH2:2][CH2:3][CH2:4][C:5](=[O:6])[O:7][CH2:8][CH3:9].[O:70]1[CH2:71][CH2:72][CH2:73][CH2:74]1.[OH2:39].[OH:40][n:41]1[c:42]2[cH:43][cH:44][cH:45][cH:46][c:47]2[n:48][n:49]1>>[NH:2]([CH2:3][CH2:4][C:5](=[O:6])[O:7][CH2:8][CH3:9])[C:32]([c:31]1[cH:30][cH:29][c:28]([CH:24]([NH:23][c:20]2[cH:19][cH:18][c:17](-[n:15]3[n:14][cH:13][c:12]([C:11]([F:10])([F:37])[F:38])[cH:16]3)[cH:22][cH:21]2)[CH2:25][CH2:26][CH3:27])[cH:36][cH:35]1)=[O:33]. The reactants are C1CCOC1, CCO, [Na+], [OH-], COC(=O)c1ccc(C(=C2CC(C)(C)CC(C)(C)C2)c2ccc(O)cc2)cc1. Product: CC1(C)CC(=C(c2ccc(O)cc2)c2ccc(C(=O)O)cc2)CC(C)(C)C1. Reaction SMILES: [CH2:34]1[O:35][CH2:36][CH2:37][CH2:38]1.[CH3:29][CH2:30][OH:31].[Na+:33].[OH-:32].[OH:1][c:2]1[cH:3][cH:4][c:5]([C:8]([c:9]2[cH:10][cH:11][c:12]([C:13](=[O:14])[O:15][CH3:16])[cH:17][cH:18]2)=[C:19]2[CH2:20][C:21]([CH3:27])([CH3:28])[CH2:22][C:23]([CH3:25])([CH3:26])[CH2:24]2)[cH:6][cH:7]1>>[OH:1][c:2]1[cH:3][cH:4][c:5]([C:8]([c:9]2[cH:10][cH:11][c:12]([C:13](=[O:14])[OH:15])[cH:17][cH:18]2)=[C:19]2[CH2:20][C:21]([CH3:27])([CH3:28])[CH2:22][C:23]([CH3:25])([CH3:26])[CH2:24]2)[cH:6][cH:7]1.